Dataset: the Open Reaction Database (ORD), a public repository of structured organic reaction records. Task: describe an organic reaction: reactants, conditions, products, and yield Reactants: Cl.ClC1=CC(=C(C=C1)NN)F (4-chloro-2-fluorophenylhydrazine hydrochloride), C1CCC(=O)C(C1)C(=O)N (cyclohexanone-2-carboxamide). The product is N1=NC(C2=CC=CC=C12)=O (indazolone). RXN SMILES: Cl.Cl[C:3]1[CH:8]=[CH:7][C:6]([NH:9][NH2:10])=[C:5](F)[CH:4]=1.C1CC(C(N)=O)[C:15](=[O:16])CC1>>[N:9]1[C:6]2[C:5](=[CH:4][CH:3]=[CH:8][CH:7]=2)[C:15](=[O:16])[N:10]=1 |f:0.1|. Procedure: The pH of the 4-chloro-2-fluorophenylhydrazine hydrochloride slurry was adjusted to 3.8-4.0 and the temperature was raised to 90°-95°. To this mixture was added an aqueous solution (preheated to 90°-95°) of 1118 parts of cyclohexanone-2-carboxamide prepared as previously described. The resulting mixture was heated for 1-2 hr at 90°-95° during which time the product precipitated from solution. The product was isolated by filtration, washed by digestion with toluene and air-dried to give 1771 part...